From a dataset of the Open Reaction Database (ORD), a public repository of structured organic reaction records. describe an organic reaction: reactants, conditions, products, and yield Starting materials: C(C)(C)(C)OC(=O)N[C@@H](CCCCNC(=O)OC(C)(C)C)C(=O)NCC(=O)NC1=C(C=CC=C1)C(C1=NC=CC(=C1)Br)=O ((Nα,Nε-ditertbutoxycarbonyl-L-lysyl)-N-(4-bromo-2-picolinoylphenyl)glycinamide), Cl (hydrogen chloride), C(C)OCC (Diethyl ether). Product: Cl.Cl.Cl.N[C@@H](CCCCN)C(=O)NCC(=O)NC1=C(C=CC=C1)C(C1=NC=CC(=C1)Br)=O (L-lysyl-N-(4-bromo-2-picolinoylphenyl)glycinamide trihydrochloride). Reaction SMILES: C(OC([NH:8][C@H:9]([C:22]([NH:24][CH2:25][C:26]([NH:28][C:29]1[CH:34]=[CH:33][CH:32]=[CH:31][C:30]=1[C:35](=[O:43])[C:36]1[CH:41]=[C:40]([Br:42])[CH:39]=[CH:38][N:37]=1)=[O:27])=[O:23])[CH2:10][CH2:11][CH2:12][CH2:13][NH:14]C(OC(C)(C)C)=O)=O)(C)(C)C.[ClH:44].C(OCC)C>O1CCOCC1>[ClH:44].[ClH:44].[ClH:44].[NH2:8][C@H:9]([C:22]([NH:24][CH2:25][C:26]([NH:28][C:29]1[CH:34]=[CH:33][CH:32]=[CH:31][C:30]=1[C:35](=[O:43])[C:36]1[CH:41]=[C:40]([Br:42])[CH:39]=[CH:38][N:37]=1)=[O:27])=[O:23])[CH2:10][CH2:11][CH2:12][CH2:13][NH2:14] |f:4.5.6.7|. Solvent: O1CCOCC1 (dioxan). Procedure details: 1.0 g of (Nα,Nε-ditertbutoxycarbonyl-L-lysyl)-N-(4-bromo-2-picolinoylphenyl)glycinamide was stirred for 1 hour in a solution of hydrogen chloride in dioxan (4-M). Diethyl ether was added and the solid which separated was filtered off, washed with diethyl ether and dried. The solid was dissolved in methanol and precipitated with ethyl acetate. The precipitate was dissolved in 20 ml of water and, after extraction with chloroform, the aqueous solution was lyophilised to yield 0.7 g (88%) of L-lysyl... The yield is 88.0%. Reactants: CO, Cl, [Na+], COC(=O)c1cnc(CCOC2CCCCO2)cn1, [OH-]. Yields the product O=C(O)c1cnc(CCOC2CCCCO2)cn1. Reaction SMILES: [CH3:23][OH:24].[ClH:22].[Na+:21].[O:1]1[CH:2]([O:7][CH2:8][CH2:9][c:10]2[n:11][cH:12][c:13]([C:16](=[O:17])[O:18][CH3:19])[n:14][cH:15]2)[CH2:3][CH2:4][CH2:5][CH2:6]1.[OH-:20]>>[O:1]1[CH:2]([O:7][CH2:8][CH2:9][c:10]2[n:11][cH:12][c:13]([C:16](=[O:17])[OH:18])[n:14][cH:15]2)[CH2:3][CH2:4][CH2:5][CH2:6]1. Product: Cc1cccc(C)c1CNc1cc(F)cn2c(C)c(C)nc12. Reaction SMILES: [C:24]([BH3-:25])#[N:26].[CH3:14][c:15]1[c:16]([CH:17]=[O:18])[c:19]([CH3:23])[cH:20][cH:21][cH:22]1.[CH3:30][OH:31].[Cl-:32].[Cl-:33].[NH2:1][c:2]1[c:3]2[n:4]([cH:5][c:6]([F:8])[cH:7]1)[c:9]([CH3:13])[c:10]([CH3:12])[n:11]2.[Na+:27].[Na+:29].[OH-:28].[Zn+2:34]>>[NH:1]([c:2]1[c:3]2[n:4]([cH:5][c:6]([F:8])[cH:7]1)[c:9]([CH3:13])[c:10]([CH3:12])[n:11]2)[CH2:17][c:16]1[c:15]([CH3:14])[cH:22][cH:21][cH:20][c:19]1[CH3:23]. Starting materials: [BH3-]C#N, Cc1cccc(C)c1C=O, CO, [Cl-], [Cl-], Cc1nc2c(N)cc(F)cn2c1C, [Na+], [Na+], [OH-], [Zn+2]. The reactants are NC1=C2C(N=CN1C1=CC=C(C=C1)C)=NN=C2 (4-amino-5-(4'-methylphenyl)pyrazolo[3,4-d]pyrimidine), C(C1=CC=CC=C1)(=O)Cl (benzoyl chloride). Solvent: N1=CC=CC=C1 (pyridine). Reaction conditions: time 45 minute. Yields the product NC1=C2C(N(CN1C1=CC=C(C=C1)C)C(C1=CC=CC=C1)=O)=NN=C2 (4-Amino-7-benzoyl-5-(4'-methylphenyl)pyrazolo[3,4-d]pyrimidine). The yield is 47.7%. Reaction SMILES: [NH2:1][C:2]1[N:7]([C:8]2[CH:13]=[CH:12][C:11]([CH3:14])=[CH:10][CH:9]=2)[CH:6]=[N:5][C:4]2=[N:15][N:16]=[CH:17][C:3]=12.[C:18](Cl)(=[O:25])[C:19]1[CH:24]=[CH:23][CH:22]=[CH:21][CH:20]=1>N1C=CC=CC=1>[NH2:1][C:2]1[N:7]([C:8]2[CH:9]=[CH:10][C:11]([CH3:14])=[CH:12][CH:13]=2)[CH2:6][N:5]([C:18](=[O:25])[C:19]2[CH:24]=[CH:23][CH:22]=[CH:21][CH:20]=2)[C:4]2=[N:15][N:16]=[CH:17][C:3]=12. Procedure: To a stirred solution of 4-amino-5-(4'-methylphenyl)pyrazolo[3,4-d]pyrimidine (0.40 g, 1.77 mmol) in pyridine (9 mL) was added benzoyl chloride (0.25 g, 1.77 mmol) dropwise. After 45 minutes, the pyridine was removed in vacuo and the resulting solids were washed with water and EtOH to afford 0.28 g of the title compound; m.p. 297°-300° C. Anal. calcd. for C19H15N5.0.75 H2O: C, 66.55; H, 4.85; N, 20.42. Found: C, 6.43; H, 4.69; N, 19.77. The reactants are C(CC1=CC=CC=C1)N (Phenethylamine), C1(CCCCC1)N=C=NC1CCCCC1 (dicyclohexylcarbodiimide), COCC(=O)O (methoxyacetic acid). The solvent is ClCCl (dichloromethane). Reaction conditions: time 1 hour. Product: C1(=CC=CC=C1)CCNC(COC)=O (N-phenylethylmethoxyacetamide). Isolated yield 45.8%. As a reaction SMILES: [CH2:1]([NH2:9])[CH2:2][C:3]1[CH:8]=[CH:7][CH:6]=[CH:5][CH:4]=1.C1(N=C=NC2CCCCC2)CCCCC1.[CH3:25][O:26][CH2:27][C:28](O)=[O:29]>ClCCl>[C:3]1([CH2:2][CH2:1][NH:9][C:28](=[O:29])[CH2:27][O:26][CH3:25])[CH:8]=[CH:7][CH:6]=[CH:5][CH:4]=1. Reported procedure: Phenethylamine(11.6 ml, 92.1 mmol) was added dropwise to a solution of dicyclohexylcarbodiimide(19 g, 92.1 mmol), methoxyacetic acid(8.3 g, 92.1 mmol) in dichloromethane(50 ml) at room temperature. After addition was completed, the reaction mixture was stirred for 1 hour at room temperature and the resulting solid was filtered. The filtrate was washed with aqueous hydrochloric acid solution, and the organic layer was dried over anhydrous sodium sulfate, concentrated under reduced pressure to aff... Reactants: OC1=C(C(OC(=C1)C1=CC=CC=C1)=O)C(CCC1=CC=CC=C1)SC1=CC=CC=C1 (4-hydroxy-6-phenyl-3-[3-phenyl-1-(phenylthio)propyl]-2H-pyran-2-one). Reagents/catalysts: [Ni] (Raney-Nickel). Solvent: C(C)O (ethanol). The product is OC1=C(C(OC(=C1)C1=CC=CC=C1)=O)CCCC1=CC=CC=C1 (4-Hydroxy-6-phenyl-3-(3-phenylpropyl)-2H-pyran-2-one). Reaction SMILES: [OH:1][C:2]1[CH:7]=[C:6]([C:8]2[CH:13]=[CH:12][CH:11]=[CH:10][CH:9]=2)[O:5][C:4](=[O:14])[C:3]=1[CH:15](SC1C=CC=CC=1)[CH2:16][CH2:17][C:18]1[CH:23]=[CH:22][CH:21]=[CH:20][CH:19]=1>[Ni].C(O)C>[OH:1][C:2]1[CH:7]=[C:6]([C:8]2[CH:13]=[CH:12][CH:11]=[CH:10][CH:9]=2)[O:5][C:4](=[O:14])[C:3]=1[CH2:15][CH2:16][CH2:17][C:18]1[CH:19]=[CH:20][CH:21]=[CH:22][CH:23]=1. Reported procedure: The title compound was prepared by Method F using Raney-Nickel (Grace 3100), ethanol (15 mL), 4-hydroxy-6-phenyl-3-[3-phenyl-1-(phenylthio)propyl]-2H-pyran-2-one (0.150 g, 0.362 mmol). m.p. 195-196° C.; 1H NMR (400 MHz, DMSO-d6) δ1.73 (m, 2 H), 2.40 (t, 2 H), 2.60 (t, 2 H), 6.68 (s, 1 H), 7.23 (m, 5 H), 7.52 (m, 3 H), 7.74 (m, 2 H).